From a dataset of the Open Reaction Database (ORD), a public repository of structured organic reaction records. describe an organic reaction: reactants, conditions, products, and yield Reactants: C(C)(=O)NC1=CC=C2C(=CN(C2=C1)C)C(C(=O)Cl)=O ((6-acetylamino-1-methyl-1H-indol-3-yl)-oxo-acetyl chloride), Cl.C(C)(C)OC(CC1=CN(C2=CC(=CC=C12)[N+](=O)[O-])C)=N (2-(1-methyl-6-nitro-1H-indol-3-yl)-acetimidic acid isopropyl ester hydrochloride). Product: CN1CC(C2=CC=CC=C12)(C=1C(NC(C1C1=CN(C2=CC(=CC=C12)[N+](=O)[O-])C)=O)=O)NC(C)=O (N-{1-Methyl-3-[4-(1-methyl-6-nitro-1H-indol-3-yl)-2,5-dioxo-2,5-dihydro-1H-pyrrol-3-yl]-1H-indol-3-yl}-acetamide). Reaction SMILES: C(N[C:5]1[CH:13]=[C:12]2[C:8]([C:9]([C:15](=O)[C:16](Cl)=[O:17])=[CH:10][N:11]2[CH3:14])=[CH:7][CH:6]=1)(=O)C.Cl.C([O:24][C:25](=[NH:40])[CH2:26][C:27]1[C:35]2[C:30](=[CH:31][C:32]([N+:36]([O-:38])=[O:37])=[CH:33][CH:34]=2)[N:29]([CH3:39])[CH:28]=1)(C)C>>[CH3:14][N:11]1[C:12]2[C:8](=[CH:7][CH:6]=[CH:5][CH:13]=2)[C:9]([NH:40][C:25](=[O:24])[CH3:26])([C:15]2[C:16](=[O:17])[NH:24][C:25](=[O:40])[C:26]=2[C:27]2[C:35]3[C:30](=[CH:31][C:32]([N+:36]([O-:38])=[O:37])=[CH:33][CH:34]=3)[N:29]([CH3:39])[CH:28]=2)[CH2:10]1 |f:1.2|. Reported procedure: ss) N-{1-Methyl-3-[4-(1-methyl-6-nitro-1H-indol-3-yl)-2,5-dioxo-2,5-dihydro-1H-pyrrol-3-yl]-1H-indol-3-yl}-acetamide was prepared from (6-acetylamino-1-methyl-1H-indol-3-yl)-oxo-acetyl chloride and 2-(1-methyl-6-nitro-1H-indol-3-yl)-acetimidic acid isopropyl ester hydrochloride. Starting materials: O1CCCC1.CO (tetrahydrofuran methanol), C1(CCCC1)NC=1C=2N(C=CC1)C(=C(N2)C2=CC=C(C#N)C=C2)C2=NC(=NC=C2)NC2CCCC2 (4-{8-(cyclopentylamino)-3-[2-(cyclopentylamino)-4-pyrimidinyl]imidazo[1,2-α]pyridin-2-yl}benzonitrile), [OH-].[NH4+] (ammonium hydroxide). The product is OO (hydrogen peroxide), C1(CCCC1)NC=1C=2N(C=CC1)C(=C(N2)C2=CC=C(C(=O)N)C=C2)C2=NC(=NC=C2)NC2CCCC2 (4-{8-(cyclopentylamino)-3-[2-(cyclopentylamino)-4-pyrimidinyl]imidazo[1,2-α]pyridin-2-yl}benzamide). Yield: 52.0%. RXN SMILES: [CH:1]1([NH:6][C:7]2[C:8]3[N:9]([C:13]([C:24]4[CH:29]=[CH:28][N:27]=[C:26]([NH:30][CH:31]5[CH2:35][CH2:34][CH2:33][CH2:32]5)[N:25]=4)=[C:14]([C:16]4[CH:23]=[CH:22][C:19]([C:20]#[N:21])=[CH:18][CH:17]=4)[N:15]=3)[CH:10]=[CH:11][CH:12]=2)[CH2:5][CH2:4][CH2:3][CH2:2]1.[OH-:36].[NH4+].[O:38]1CCCC1.C[OH:44]>>[OH:36][OH:44].[CH:1]1([NH:6][C:7]2[C:8]3[N:9]([C:13]([C:24]4[CH:29]=[CH:28][N:27]=[C:26]([NH:30][CH:31]5[CH2:35][CH2:34][CH2:33][CH2:32]5)[N:25]=4)=[C:14]([C:16]4[CH:17]=[CH:18][C:19]([C:20]([NH2:21])=[O:38])=[CH:22][CH:23]=4)[N:15]=3)[CH:10]=[CH:11][CH:12]=2)[CH2:5][CH2:4][CH2:3][CH2:2]1 |f:1.2,3.4|. Procedure details: In a similar manner as described in Example 28 from 4-{8-(cyclopentylamino)-3-[2-(cyclopentylamino)-4-pyrimidinyl]imidazo[1,2-α]pyridin-2-yl}benzonitrile (15 mg, 0.03 mmol), ammonium hydroxide, and hydrogen peroxide in tetrahydrofuran/methanol was formed 4-{8-(cyclopentylamino)-3-[2-(cyclopentylamino)-4-pyrimidinyl]imidazo[1,2-α]pyridin-2-yl}benzamide (8 mg, 52%) as a yellow solid. 1H NMR (CDCl3): δ 8.76 (broad, 1H), 8.12 (d, 1H), 7.88 (d, 2H), 7.81 (d, 2H), 6.82 (t, 1H), 6.40 (d, 1H), 6.31 (d, ... The reactants are CC#N, Cc1ccccc1, O=C=Nc1ccc(F)cc1, Cc1[nH]c2ncnc(Oc3ccc(N)cc3)c2c1C. As a reaction SMILES: [CH3:20][C:21]#[N:22].[CH3:33][c:34]1[cH:35][cH:36][cH:37][cH:38][cH:39]1.[F:23][c:24]1[cH:25][cH:26][c:27]([N:30]=[C:31]=[O:32])[cH:28][cH:29]1.[NH2:1][c:2]1[cH:3][cH:4][c:5]([O:6][c:7]2[c:8]3[c:9]([n:10][cH:11][n:12]2)[nH:13][c:14]([CH3:17])[c:15]3[CH3:16])[cH:18][cH:19]1>>[NH:1]([c:2]1[cH:3][cH:4][c:5]([O:6][c:7]2[c:8]3[c:9]([n:10][cH:11][n:12]2)[nH:13][c:14]([CH3:17])[c:15]3[CH3:16])[cH:18][cH:19]1)[C:31]([NH:30][c:27]1[cH:26][cH:25][c:24]([F:23])[cH:29][cH:28]1)=[O:32]. Yields the product Cc1[nH]c2ncnc(Oc3ccc(NC(=O)Nc4ccc(F)cc4)cc3)c2c1C. Starting materials: O=C([O-])[O-], COC(=O)C(C)(CNS(=O)(=O)c1ccc(Cl)cc1Cl)NC(=O)OCc1ccccc1, CO, Cl, [K+], [K+], [Na+], O=C([O-])O, O. Product: CC(CNS(=O)(=O)c1ccc(Cl)cc1Cl)(NC(=O)OCc1ccccc1)C(=O)O. RXN SMILES: [C:31](=[O:32])([O-:33])[O-:34].[CH2:1]([c:2]1[cH:3][cH:4][cH:5][cH:6][cH:7]1)[O:8][C:9](=[O:10])[NH:11][C:12]([C:13](=[O:14])[O:15][CH3:16])([CH2:17][NH:18][S:19](=[O:20])(=[O:21])[c:22]1[c:23]([Cl:29])[cH:24][c:25]([Cl:28])[cH:26][cH:27]1)[CH3:30].[CH3:43][OH:44].[ClH:42].[K+:35].[K+:36].[Na+:41].[O-:37][C:38]([OH:39])=[O:40].[OH2:45]>>[CH2:1]([c:2]1[cH:3][cH:4][cH:5][cH:6][cH:7]1)[O:8][C:9](=[O:10])[NH:11][C:12]([C:13](=[O:14])[OH:15])([CH2:17][NH:18][S:19](=[O:20])(=[O:21])[c:22]1[c:23]([Cl:29])[cH:24][c:25]([Cl:28])[cH:26][cH:27]1)[CH3:30]. Starting materials: BrC=1C=C2C=CC(=NC2=CC1)NCC1=C(C=CC=C1)OC ((6-Bromo-quinolin-2-yl)-(2-methoxy-benzyl)-amine), C(C1=CC=CC=C1)(=O)N (Benzamide), C([O-])([O-])=O.[Cs+].[Cs+] (cesium carbonate), C1(=CC=CC=C1)P(C1=CC=CC=2C(C3=CC=CC(=C3OC12)P(C1=CC=CC=C1)C1=CC=CC=C1)(C)C)C1=CC=CC=C1 (4,5-bis(diphenylphosphino)-9,9-dimethylxanthene). Solvent: O1CCOCC1 (dioxane). Conditions: temperature 100 celsius, time 16 hour. Product: CC1=CC=C(O1)CNC1=NC2=CC=C(C=C2C=C1)NC(C1=CC=CC=C1)=O (N-{2-[(5-Methyl-furan-2-ylmethyl)-amino]-quinolin-6-yl}-benzamide), solid. Isolated yield 49.0%. Reaction SMILES: Br[C:2]1[CH:3]=[C:4]2[C:9](=[CH:10][CH:11]=1)[N:8]=[C:7]([NH:12][CH2:13][C:14]1[CH:19]=[CH:18][CH:17]=[CH:16]C=1OC)[CH:6]=[CH:5]2.[C:22]([NH2:30])(=[O:29])[C:23]1[CH:28]=[CH:27][CH:26]=[CH:25][CH:24]=1.C(=O)([O-])[O-:32].[Cs+].[Cs+].C1(P(C2C=CC=CC=2)C2C3OC4C(=CC=CC=4P(C4C=CC=CC=4)C4C=CC=CC=4)C(C)(C)C=3C=CC=2)C=CC=CC=1>O1CCOCC1>[CH3:16][C:17]1[O:32][C:14]([CH2:13][NH:12][C:7]2[CH:6]=[CH:5][C:4]3[C:9](=[CH:10][CH:11]=[C:2]([NH:30][C:22](=[O:29])[C:23]4[CH:28]=[CH:27][CH:26]=[CH:25][CH:24]=4)[CH:3]=3)[N:8]=2)=[CH:19][CH:18]=1 |f:2.3.4|. Procedure: (6-Bromo-quinolin-2-yl)-(5-methyl-furan-2-ylmethyl)-amine (prepared from 6-bromo-2-chloroquinoline and 5-methyl-2-furanmethanamine as described in example 43, step A, 200 mg, 0.631 mmol) was dissolved in 5 mL dioxane. Argon was bubbled through the solution for 2 minutes to remove oxygen. Benzamide (107 mg, 0.884 mmol), cesium carbonate (308 mg, 0.948 mmol) bis(dibenzylideneacetone)palladium (29 mg, 0.032 mmol) and 4,5-bis(diphenylphosphino)-9,9-dimethylxanthene (55 mg, 0.095 mmol) were added. Th... Reactants: ClCCl, CC(C)O, O=C1NCCN1C1CCNCC1, O=[N+]([O-])c1ncccc1OCC1CO1. Product: O=C1NCCN1C1CCN(CC(O)COc2cccnc2[N+](=O)[O-])CC1. As a reaction SMILES: [CH2:27]([Cl:28])[Cl:29].[CH:30]([OH:31])([CH3:32])[CH3:33].[NH:15]1[CH2:16][CH2:17][CH:18]([N:21]2[C:22](=[O:26])[NH:23][CH2:24][CH2:25]2)[CH2:19][CH2:20]1.[O:1]1[CH:2]([CH2:3][O:4][c:5]2[c:6]([N+:11](=[O:12])[O-:13])[n:7][cH:8][cH:9][cH:10]2)[CH2:14]1>>[OH:1][CH:2]([CH2:3][O:4][c:5]1[c:6]([N+:11](=[O:12])[O-:13])[n:7][cH:8][cH:9][cH:10]1)[CH2:14][N:15]1[CH2:16][CH2:17][CH:18]([N:21]2[C:22](=[O:26])[NH:23][CH2:24][CH2:25]2)[CH2:19][CH2:20]1.